Dataset: the Open Reaction Database (ORD), a public repository of structured organic reaction records. Task: describe an organic reaction: reactants, conditions, products, and yield Starting materials: ClC=1C=CC2=C(C(N(CC=3N2C=NC3C3=NOC(=N3)CCl)C)=O)C1 (8-chloro-3-(5-chloromethyl-1,2,4-oxadiazol-3-yl)-5-methyl-5,6-dihydro-4H-imidazo[1,5-a][1,4]benzodiazepin-6-one), C(CC)NCCC (dipropylamine). Solvent: CN(C=O)C (N,N-dimethylformamide). Conditions: time 2 hour. Product: ClC=1C=CC2=C(C(N(CC=3N2C=NC3C3=NOC(=N3)CN(CCC)CCC)C)=O)C1 (8-chloro-3-(5-dipropylaminomethyl-1,2,4-oxadiazol-3-yl)-5-methyl-5,6-dihydro-4H-imidazo[1,5-a][1,4]benzodiazepin-6-one). The yield is 59.8%. As a reaction SMILES: [Cl:1][C:2]1[CH:3]=[CH:4][C:5]2[N:11]3[CH:12]=[N:13][C:14]([C:15]4[N:19]=[C:18]([CH2:20]Cl)[O:17][N:16]=4)=[C:10]3[CH2:9][N:8]([CH3:22])[C:7](=[O:23])[C:6]=2[CH:24]=1.[CH2:25]([NH:28][CH2:29][CH2:30][CH3:31])[CH2:26][CH3:27]>CN(C)C=O>[Cl:1][C:2]1[CH:3]=[CH:4][C:5]2[N:11]3[CH:12]=[N:13][C:14]([C:15]4[N:19]=[C:18]([CH2:20][N:28]([CH2:29][CH2:30][CH3:31])[CH2:25][CH2:26][CH3:27])[O:17][N:16]=4)=[C:10]3[CH2:9][N:8]([CH3:22])[C:7](=[O:23])[C:6]=2[CH:24]=1. Procedure details: A solution of 370 mg (1.01 mmol) of 8-chloro-3-(5-chloromethyl-1,2,4-oxadiazol-3-yl)-5-methyl-5,6-dihydro-4H-imidazo[1,5-a][1,4]benzodiazepin-6-one in 5 ml of N,N-dimethylformamide was treated with 0.42 ml (3.03 mmol) of dipropylamine and stirred at room temperature under argon for 2 hrs. The solution was evaporated and the residue was triturated in 10 ml of water. The white crystals were filtered off. The product was chromatographed on 20 g of silica gel (ethyl acetate/hexane 1:1, then ethyl ac... Reactants: CC(C)(C(=O)O)c1ccccc1, O=C(Cl)C(=O)Cl, ClCCl. Yields the product CC(C)(C(=O)Cl)c1ccccc1. As a reaction SMILES: [CH3:1][C:2]([C:3](=[O:4])[OH:5])([CH3:6])[c:7]1[cH:8][cH:9][cH:10][cH:11][cH:12]1.[Cl:13][C:14]([C:15]([Cl:16])=[O:17])=[O:18].[Cl:19][CH2:20][Cl:21]>>[CH3:1][C:2]([C:3](=[O:4])[Cl:13])([CH3:6])[c:7]1[cH:8][cH:9][cH:10][cH:11][cH:12]1. Reactants: [N+](=O)([O-])C=1C=C(C(=O)N2CCOCC2)C=CC1 (3-nitrobenzoic acid morpholide). The reagents and catalysts are [Pd] (Pd/C). Solvent: C(C)O (ethanol), C(C)O (ethanol), O.NN (hydrazine monohydrate). Run at temperature 50 celsius, time 30 minute. Yields the product NC=1C=C(C(=O)N2CCOCC2)C=CC1 (3-aminobenzoic acid morpholide). Yield: 100.5%. RXN SMILES: [N+:1]([C:4]1[CH:5]=[C:6]([CH:15]=[CH:16][CH:17]=1)[C:7]([N:9]1[CH2:14][CH2:13][O:12][CH2:11][CH2:10]1)=[O:8])([O-])=O>C(O)C.O.NN.[Pd]>[NH2:1][C:4]1[CH:5]=[C:6]([CH:15]=[CH:16][CH:17]=1)[C:7]([N:9]1[CH2:10][CH2:11][O:12][CH2:13][CH2:14]1)=[O:8] |f:2.3|. Reported procedure: The compound ([13]-(132)-158) (8.63 g) prepared in Example 83 was dissolved in ethanol (400 ml), and the solution was heated to 50° C. To the suspention, a solution of 10% Pd/C (2.25 g) in ethanol and hydrazine monohydrate (4.4 ml) were added to the solution. The mixture was stirred for 30 minutes. After the reaction was completed, the catalyst was removed by filtration through celite. The solution was concentrated, and the residue was purified by silica gel column chromatography (Kieselgel 60=1... Reactants: BrCCBr, C#CCBr, C[Si](C)(C)Cl, CCCCC(=O)C(OC)OC, [Cl-], [Mg+2], [Mg], [NH4+], O=S(=O)([O-])[O-], C1CCOC1, O, c1c[nH]cn1. Product: C#CCC(CCCC)(O[Si](C)(C)C)C(OC)OC. Reaction SMILES: [Br:2][CH2:3][CH2:4][Br:5].[CH2:17]([C:18]#[CH:19])[Br:20].[CH3:34][Si:35]([Cl:36])([CH3:37])[CH3:38].[CH3:6][O:7][CH:8]([C:9]([CH2:10][CH2:11][CH2:12][CH3:13])=[O:14])[O:15][CH3:16].[Cl-:21].[Mg+2:23].[Mg:1].[NH4+:22].[O-:24][S:25](=[O:26])(=[O:27])[O-:28].[O:40]1[CH2:41][CH2:42][CH2:43][CH2:44]1.[OH2:39].[nH:29]1[cH:30][cH:31][n:32][cH:33]1>>[CH3:6][O:7][CH:8]([C:9]([CH2:10][CH2:11][CH2:12][CH3:13])([O:14][Si:35]([CH3:34])([CH3:37])[CH3:38])[CH2:17][C:18]#[CH:19])[O:15][CH3:16]. The solvent is C(Cl)Cl (methylene chloride). Conditions: time 1 hour. Reactants: NC1=CC=C(C(=O)N2CC=3N(CC4=C2C=CC=C4)C=CC3)C=C1 (10,11-dihydro-10-(4-aminobenzoyl)-5H-pyrrolo[2,1-c][1,4]benzodiazepine), C(C)(C)N(C(C)C)CC (N,N-diisopropylethylamine), ClC1=NC=CC=C1C(=O)Cl (2-chloropyridine-3-carbonyl chloride). Product: C=1C=CN2C1CN(C1=C(C2)C=CC=C1)C(=O)C1=CC=C(C=C1)NC(=O)C=1C(=NC=CC1)Cl (N-[4-(5H-Pyrrolo[2,1-c][1,4]benzodiazepin-10(11H)-ylcarbonyl)phenyl]-2-chloropyridine-3-carboxamide). Isolated yield 79.1%. RXN SMILES: [NH2:1][C:2]1[CH:23]=[CH:22][C:5]([C:6]([N:8]2[C:14]3[CH:15]=[CH:16][CH:17]=[CH:18][C:13]=3[CH2:12][N:11]3[CH:19]=[CH:20][CH:21]=[C:10]3[CH2:9]2)=[O:7])=[CH:4][CH:3]=1.C(N(CC)C(C)C)(C)C.[Cl:33][C:34]1[C:39]([C:40](Cl)=[O:41])=[CH:38][CH:37]=[CH:36][N:35]=1>C(Cl)Cl>[CH:21]1[CH:20]=[CH:19][N:11]2[CH2:12][C:13]3[CH:18]=[CH:17][CH:16]=[CH:15][C:14]=3[N:8]([C:6]([C:5]3[CH:22]=[CH:23][C:2]([NH:1][C:40]([C:39]4[C:34]([Cl:33])=[N:35][CH:36]=[CH:37][CH:38]=4)=[O:41])=[CH:3][CH:4]=3)=[O:7])[CH2:9][C:10]=12. Procedure details: To a stirred solution of 6.06 g of 10,11-dihydro-10-(4-aminobenzoyl)-5H-pyrrolo[2,1-c][1,4]benzodiazepine and 10 ml of N,N-diisopropylethylamine is added a solution of 4.0 g of 2-chloropyridine-3-carbonyl chloride in 25 ml of methylene chloride. The reaction mixture is stirred at room temperature for 1 hour. The reaction mixture is quenched with water and the organic layer washed well with water. The organic layer is dried, filtered and evaporated in vacuo to a pale yellow product which is cryst... Reactants: O=C(NCc1cccs1)c1ccc(F)nc1F, [K+], [K+], O=C([O-])[O-], CN(C)C=O, SCCCc1ccccc1. The product is O=C(NCc1cccs1)c1ccc(F)nc1SCCCc1ccccc1. RXN SMILES: [F:17][c:18]1[c:19]([C:20](=[O:21])[NH:22][CH2:23][c:24]2[s:25][cH:26][cH:27][cH:28]2)[cH:29][cH:30][c:31]([F:33])[n:32]1.[K+:1].[K+:2].[O-:3][C:4]([O-:5])=[O:6].[O:34]=[CH:35][N:36]([CH3:37])[CH3:38].[c:7]1([CH2:13][CH2:14][CH2:15][SH:16])[cH:8][cH:9][cH:10][cH:11][cH:12]1>>[c:7]1([CH2:13][CH2:14][CH2:15][S:16][c:18]2[c:19]([C:20](=[O:21])[NH:22][CH2:23][c:24]3[s:25][cH:26][cH:27][cH:28]3)[cH:29][cH:30][c:31]([F:33])[n:32]2)[cH:8][cH:9][cH:10][cH:11][cH:12]1. Reactants: COc1ccc2nc(NC(=O)COC(C)=O)sc2c1, CO, N. Yields the product COc1ccc2nc(NC(=O)CO)sc2c1. RXN SMILES: [C:1](=[O:2])([CH3:3])[O:4][CH2:5][C:6](=[O:7])[NH:8][c:9]1[s:10][c:11]2[c:12]([n:13]1)[cH:14][cH:15][c:16]([O:18][CH3:19])[cH:17]2.[CH3:21][OH:22].[NH3:20]>>[OH:4][CH2:5][C:6](=[O:7])[NH:8][c:9]1[s:10][c:11]2[c:12]([n:13]1)[cH:14][cH:15][c:16]([O:18][CH3:19])[cH:17]2.